The task is: describe an organic reaction: reactants, conditions, products, and yield. This data is from the Open Reaction Database (ORD), a public repository of structured organic reaction records. Starting materials: CC=1C(=NC2=CC=CC=C2N1)N(CC1CCCC1)CC (N-(3-methylquinoxalin-2-yl)-N-(cyclopentylmethyl)ethylamine), BrN1C(CCC1=O)=O (N-bromosuccinimide). The solvent is C(Cl)(Cl)(Cl)Cl (CCl4). The product is BrCC=1C(=NC2=CC=CC=C2N1)N(CC1CCCC1)CC (N-[3-(bromomethyl)quinoxalin-2-yl]-N-(cyclopentylmethyl)ethylamine). As a reaction SMILES: [CH3:1][C:2]1[C:3]([N:12]([CH2:19][CH3:20])[CH2:13][CH:14]2[CH2:18][CH2:17][CH2:16][CH2:15]2)=[N:4][C:5]2[C:10]([N:11]=1)=[CH:9][CH:8]=[CH:7][CH:6]=2.[Br:21]N1C(=O)CCC1=O>C(Cl)(Cl)(Cl)Cl>[Br:21][CH2:1][C:2]1[C:3]([N:12]([CH2:19][CH3:20])[CH2:13][CH:14]2[CH2:18][CH2:17][CH2:16][CH2:15]2)=[N:4][C:5]2[C:10]([N:11]=1)=[CH:9][CH:8]=[CH:7][CH:6]=2. Reported procedure: A mixture of N-(3-methylquinoxalin-2-yl)-N-(cyclopentylmethyl)ethylamine (160 mg, 0.59 mmol), N-bromosuccinimide (130 mg, 0.73 mmol), and 2,2′-azobisisobtyronitrile (10 mg) in CCl4 is stirred and refluxed for 1 hour. The reaction mixture is purified by silica gel column chromatography to give N-[3-(bromomethyl)quinoxalin-2-yl]-N-(cyclopentylmethyl)ethylamine. 1H-NMR (400 MHz, CDCl3), δ (ppm): 1.10-1.25 (m, 2H), 1.22 (t, 3H), 1.45-1.73 (m, 8H), 2.22 (m, 1H), 3.42 (d, 2H), 3.49 (q, 2H), 4.73 (s, 2... Reactants: C1CCOC1, CCCCCC(O)c1ccc(CCS(=O)(=O)NCCCCCCC(=O)OCC)cc1, Cl, [Li+], [OH-], O. The product is CCCCCC(O)c1ccc(CCS(=O)(=O)NCCCCCCC(=O)O)cc1. As a reaction SMILES: [CH2:35]1[O:36][CH2:37][CH2:38][CH2:39]1.[CH2:3]([CH3:4])[O:5][C:6]([CH2:7][CH2:8][CH2:9][CH2:10][CH2:11][CH2:12][NH:13][S:14](=[O:15])(=[O:16])[CH2:17][CH2:18][c:19]1[cH:20][cH:21][c:22]([CH:25]([CH2:26][CH2:27][CH2:28][CH2:29][CH3:30])[OH:31])[cH:23][cH:24]1)=[O:32].[ClH:33].[Li+:1].[OH-:2].[OH2:34]>>[O:5]=[C:6]([CH2:7][CH2:8][CH2:9][CH2:10][CH2:11][CH2:12][NH:13][S:14](=[O:15])(=[O:16])[CH2:17][CH2:18][c:19]1[cH:20][cH:21][c:22]([CH:25]([CH2:26][CH2:27][CH2:28][CH2:29][CH3:30])[OH:31])[cH:23][cH:24]1)[OH:32]. The reactants are ClC1=CC(=C(C=O)C=C1)F (4-Chloro-2-fluorobenzaldehyde), [N+](=O)([O-])CC (nitroethane), N1CCCCC1 (piperidine). Solvent: C1(=CC=CC=C1)C (toluene). Yields the product ClC1=CC(=C(C=C1)\C=C(/C)\[N+](=O)[O-])F ((E)-4-Chloro-2-fluoro-1-(2-nitroprop-1-enyl)benzene). Isolated yield 76.4%. As a reaction SMILES: [Cl:1][C:2]1[CH:9]=[CH:8][C:5]([CH:6]=O)=[C:4]([F:10])[CH:3]=1.[N+:11]([CH2:14][CH3:15])([O-:13])=[O:12].N1CCCCC1>C1(C)C=CC=CC=1>[Cl:1][C:2]1[CH:9]=[CH:8][C:5](/[CH:6]=[C:14](/[N+:11]([O-:13])=[O:12])\[CH3:15])=[C:4]([F:10])[CH:3]=1. Procedure details: 4-Chloro-2-fluorobenzaldehyde (10 g, 63.1 mmol), nitroethane (54.6 mL, 757 mmol) and piperidine (1.869 mL, 18.92 mmol) were dissolved in toluene (150 mL) and refluxed under Dean Stark conditions overnight. The reaction mixture was cooled to room temperature and the solvents were evaporated. The crude product was purified by column chromatography (silica, heptane/EtOAc 98:2) to give the desired product (10.4 g, 76%) as a yellow solid. Starting materials: CCOC(C)=O, Cl, [Na+], C1COCCO1, [OH-], CC(O)c1cccc(NC(=O)C(C)(C)C)n1. The product is CC(O)c1cccc(N)n1. Reaction SMILES: [CH3:26][CH2:27][O:28][C:29]([CH3:30])=[O:31].[ClH:17].[Na+:19].[O:20]1[CH2:21][CH2:22][O:23][CH2:24][CH2:25]1.[OH-:18].[OH:1][CH:2]([CH3:3])[c:4]1[cH:5][cH:6][cH:7][c:8]([NH:10][C:11](=[O:12])[C:13]([CH3:14])([CH3:15])[CH3:16])[n:9]1>>[OH:1][CH:2]([CH3:3])[c:4]1[cH:5][cH:6][cH:7][c:8]([NH2:10])[n:9]1. Reactants: C(C)OC(C(C)(C)OC1=CC=C(C=C1)OCCC=1N=C(OC1C)C1=CC=C(C=C1)Br)=O (2-(4-{2-[2-(4-bromophenyl)-5-methyloxazol-4-yl]ethoxy}phenoxy)-2-methyl propionic acid ethyl ester), O1C(=CC2=C1C=CC=C2)B(O)O (2-benzofuryl boronic acid), C1(=CC=CC=C1)C (toluene), C([O-])([O-])=O.[Na+].[Na+] (sodium carbonate), solution. Solvent: C(C)O (ethanol). Yields the product C(C)OC(C(C)(C)OC1=CC=C(C=C1)OCCC=1N=C(OC1C)C1=C(C=CC=C1)C1=CC=C2C(=CC=C2)O1)=O (2-(4-{2-[2-(4-benzofur-2-yl-phenyl)-5-methyloxazol-4-yl]ethoxy}phenoxy)-2-methylpropionic acid ethyl ester). RXN SMILES: [CH2:1]([O:3][C:4](=[O:31])[C:5]([O:8][C:9]1[CH:14]=[CH:13][C:12]([O:15][CH2:16][CH2:17][C:18]2[N:19]=[C:20]([C:24]3[CH:29]=[CH:28][C:27](Br)=[CH:26][CH:25]=3)[O:21][C:22]=2[CH3:23])=[CH:11][CH:10]=1)([CH3:7])[CH3:6])[CH3:2].[O:32]1[C:36]2[CH:37]=[CH:38][CH:39]=[CH:40][C:35]=2[CH:34]=[C:33]1B(O)O.C1(C)C=CC=CC=1.C(=O)([O-])[O-].[Na+].[Na+]>C(O)C>[CH2:1]([O:3][C:4](=[O:31])[C:5]([O:8][C:9]1[CH:14]=[CH:13][C:12]([O:15][CH2:16][CH2:17][C:18]2[N:19]=[C:20]([C:24]3[CH:29]=[CH:28][CH:27]=[CH:26][C:25]=3[C:33]3[O:32][C:36]4=[CH:37][CH:38]=[CH:39][C:40]4=[CH:35][CH:34]=3)[O:21][C:22]=2[CH3:23])=[CH:11][CH:10]=1)([CH3:7])[CH3:6])[CH3:2] |f:3.4.5|. Procedure: To a 25 mL round-bottomed flask equipped for magnetic stirring and fitted with a reflux condenser was added 2-(4-{2-[2-(4-bromophenyl)-5-methyloxazol-4-yl]ethoxy}phenoxy)-2-methyl propionic acid ethyl ester (0.410 mmoles, 200 mg) (see Ex. 2, Part B), 2-benzofuryl boronic acid (0.451 mmoles), toluene (5 mL), ethanol (5 mL), and sodium carbonate (0.819 mmoles, 0.410 mL of a 2M solution). This mixture was vacuum degassed and nitrogen was added in at a positive pressure. Pd(PPh3)4 (catalytic, spatul... Yields the product C(C)(=O)OCCCC=CCCCCCCCC (4-tridecenyl acetate). Run at time 10 hour. Procedure: 495 g (2.2 moles) of the mixture of trans-4-tridecenyl chloride and cis-4-tridecenyl chloride synthesized in Example 1, 432 g (4.4 moles) of potassium acetate, and 264 g (4.4 moles) of acetic acid were mixed under an atmosphere of nitrogen (N2) and stirred at 180°-185° C. for 10 hours. Thereafter, this mixture was washed with 600 g of purified water and then with 600 g of a 5% aqueous solution of sodium bicarbonate. The resulting organic layer was purified by distillation. Thus, there was obtain... The reactants are mixture, C(CC\C=C\CCCCCCCC)Cl (trans-4-tridecenyl chloride), C(CC\C=C/CCCCCCCC)Cl (cis-4-tridecenyl chloride), C(C)(=O)[O-].[K+] (potassium acetate), C(C)(=O)O (acetic acid). Reaction SMILES: [CH2:1](Cl)[CH2:2][CH2:3]/[CH:4]=[CH:5]/[CH2:6][CH2:7][CH2:8][CH2:9][CH2:10][CH2:11][CH2:12][CH3:13].C(Cl)CC/C=C\CCCCCCCC.[C:29]([O-:32])(=[O:31])[CH3:30].[K+].C(O)(=O)C>>[C:29]([O:32][CH2:1][CH2:2][CH2:3][CH:4]=[CH:5][CH2:6][CH2:7][CH2:8][CH2:9][CH2:10][CH2:11][CH2:12][CH3:13])(=[O:31])[CH3:30] |f:2.3|.